Dataset: the Open Reaction Database (ORD), a public repository of structured organic reaction records. Task: describe an organic reaction: reactants, conditions, products, and yield The reactants are CC1(OC[C@@H](O1)CONC(=O)C1=C(SC2=NC=CC=C21)NC2=C(C=C(C=C2)I)F)C (2-[(2-Fluoro-4-iodophenyl)amino]thieno[2,3-b]pyridine-3-carboxylic acid [(4R)-2,2-dimethyl-[1,3]-dioxolan-4-ylmethoxy]amide), Cl (HCl). Solvent: CO (methanol), C1CCOC1 (THF), CCOC(=O)C (EtOAc). Conditions: time 3.5 hour. Product: O[C@@H](CONC(=O)C1=C(SC2=NC=CC=C21)NC2=C(C=C(C=C2)I)F)CO (2-[(2-Fluoro-4-iodophenyl)amino]thieno[2,3-b]pyridine-3-carboxylic acid [(2R)-2,3-dihydroxypropoxy]amide). RXN SMILES: CC1(C)[O:6][C@@H:5]([CH2:7][O:8][NH:9][C:10]([C:12]2[C:20]3[C:15](=[N:16][CH:17]=[CH:18][CH:19]=3)[S:14][C:13]=2[NH:21][C:22]2[CH:27]=[CH:26][C:25]([I:28])=[CH:24][C:23]=2[F:29])=[O:11])[CH2:4][O:3]1.Cl>CO.C1COCC1.CCOC(C)=O>[OH:6][C@H:5]([CH2:4][OH:3])[CH2:7][O:8][NH:9][C:10]([C:12]1[C:20]2[C:15](=[N:16][CH:17]=[CH:18][CH:19]=2)[S:14][C:13]=1[NH:21][C:22]1[CH:27]=[CH:26][C:25]([I:28])=[CH:24][C:23]=1[F:29])=[O:11]. Procedure details: A solution of Example 22 (125 mg, 0.23 mmol) in methanol (5 mL) and THF (5 mL) was treated with 10% aq. HCl (5 mL). The reaction mixture was stirred for 3.5 h at r.t., then diluted with EtOAc (25 mL). The organic solution was washed with sat. brine (2×25 mL), then dried (Na2SO4), filtered and concentrated in vacuo to give the title compound as a white powder, which was washed with EtOAc, then hexanes, and dried under suction (76 mg, 66%). δH (DMSO-d6) 11.31 (1H, s), 10.33 (1H, s), 8.34-8.33 (1H,... The reactants are CCOC=CC#N, Nc1ccccc1, N, O. Product: N#CC=CNc1ccccc1. RXN SMILES: [CH2:1]([O:2][CH:4]=[CH:5][C:6]#[N:7])[CH3:3].[NH2:9][c:10]1[cH:11][cH:12][cH:13][cH:14][cH:15]1.[NH3:8].[OH2:16]>>[CH:4](=[CH:5][C:6]#[N:7])[NH:9][c:10]1[cH:11][cH:12][cH:13][cH:14][cH:15]1. Reactants: C(C)(=O)OC=1C(C(OC1CC)C)=O (4-acetoxy-5-ethyl-2-methyl-3(2H)-furanone), C(C)(=O)Cl (acetyl chloride). The product is C(C)(=O)OC=1C(C(OC1C)CC)=O (4-acetoxy-2-ethyl-5-methyl-3(2H)-furanone). Reaction SMILES: [C:1]([O:4][C:5]1[C:6](=[O:13])[CH:7]([CH3:12])[O:8][C:9]=1[CH2:10]C)(=[O:3])[CH3:2].[C:14](Cl)(=O)C>>[C:1]([O:4][C:5]1[C:6](=[O:13])[CH:7]([CH2:12][CH3:14])[O:8][C:9]=1[CH3:10])(=[O:3])[CH3:2]. Reported procedure: A mixture (1.08 g) of 4-acetoxy-2-ethyl-5-methyl-3(2H)-furanone (major) and 4-acetoxy-5-ethyl-2-methyl-3(2H)-furanone (minor) was obtained by the same method as in Preparation Example 2 except that 0.54 ml of acetyl chloride was used rather than 0.95 ml of pivaloyl chloride. Reactants: C(CC)N(CCC)CC(=O)O[C@@H]1[C@@H]2[C@]3(CC[C@@H](C[C@@H]3CC[C@H]2[C@@H]2CC=C(C(C)=O)[C@]2(C1)C)O)C (11β-N,N-Dipropylaminoacetoxy-3β-hydroxy-5α-pregn-16-en-20-one). The reagents and catalysts are [Pd] (palladium on charcoal). The solvent is C(C)(=O)OCC (ethyl acetate). Yields the product C(CC)N(CCC)CC(=O)O[C@@H]1[C@@H]2[C@]3(CC[C@@H](C[C@@H]3CC[C@H]2[C@@H]2CC[C@H](C(C)=O)[C@]2(C1)C)O)C (11β-N,N-Dipropylaminoacetoxy-3β-hydroxy-5α-pregnan-20-one). As a reaction SMILES: [CH2:1]([N:4]([CH2:8][C:9]([O:11][C@H:12]1[CH2:31][C@@:30]2([CH3:32])[C@@H:23]([CH2:24][CH:25]=[C:26]2[C:27](=[O:29])[CH3:28])[C@H:22]2[C@H:13]1[C@:14]1([CH3:34])[C@@H:19]([CH2:20][CH2:21]2)[CH2:18][C@@H:17]([OH:33])[CH2:16][CH2:15]1)=[O:10])[CH2:5][CH2:6][CH3:7])[CH2:2][CH3:3]>[Pd].C(OCC)(=O)C>[CH2:1]([N:4]([CH2:8][C:9]([O:11][C@H:12]1[CH2:31][C@@:30]2([CH3:32])[C@@H:23]([CH2:24][CH2:25][C@@H:26]2[C:27](=[O:29])[CH3:28])[C@H:22]2[C@H:13]1[C@:14]1([CH3:34])[C@@H:19]([CH2:20][CH2:21]2)[CH2:18][C@@H:17]([OH:33])[CH2:16][CH2:15]1)=[O:10])[CH2:5][CH2:6][CH3:7])[CH2:2][CH3:3]. Reported procedure: 11β-N,N-Dipropylaminoacetoxy-3β-hydroxy-5α-pregn-16-en-20-one (150 mg) was stirred with 5% palladium on charcoal (100 mg) in ethyl acetate (25 ml) at 20° under hydrogen. After 1 hour the catalyst was separated off using a Kieselguhr filter aid and the ethyl acetate was evaporated to leave a white solid. This was recrystallised from ethyl acetate in petroleum ether to give title compound as white crystals, m.p. 145 to 147.5 [α]D +85.2°. (89 mg). Starting materials: C=C(C)C (isobutene), C(=O)(O)C12CC3(CC(CC(C1)C3)C2)C(=O)O (1,3-dicarboxyadamantane). The product is C(C)(C)(C)OC(=O)C12CC3(CC(CC(C1)C3)C2)C(=O)OC(C)(C)C (1,3-di(t-butoxycarbonyl)adamantane). RXN SMILES: [CH2:1]=[C:2]([CH3:4])[CH3:3].[C:5]([C:8]12[CH2:17][CH:12]3[CH2:13][CH:14]([CH2:16][C:10]([C:18]([OH:20])=[O:19])([CH2:11]3)[CH2:9]1)[CH2:15]2)([OH:7])=[O:6]>>[C:2]([O:19][C:18]([C:10]12[CH2:16][CH:14]3[CH2:13][CH:12]([CH2:17][C:8]([C:5]([O:7][C:2]([CH3:4])([CH3:3])[CH3:1])=[O:6])([CH2:15]3)[CH2:9]1)[CH2:11]2)=[O:20])([CH3:4])([CH3:3])[CH3:1]. Procedure: In accordance with a conventional method in which isobutene is used under acidic conditions, 10 mmol of 1,3-dicarboxyadamantane was t-butoxylated to give 1,3-di(t-butoxycarbonyl)adamantane. Starting materials: CC1([C@@H](N2[C@H](S1)[C@@H](C2=O)NC(=O)CC=3C=CC=CC3)C(=O)[O-])C.[K+] (Penicillin), C[C@H]([C@@H]1CC[C@H]([C@H](O1)O[C@@H]2[C@H](C[C@H]([C@@H]([C@H]2O)O[C@@H]3[C@@H]([C@H]([C@@](CO3)(C)O)NC)O)N)N)N)NC (Gentamicin). Product: N1=CC=CC(=C1)C1N(C)CCC1 (Nicotine). RXN SMILES: CC1(C)S[C@@H]2[C@H:7]([NH:10][C:11]([CH2:13][C:14]3[CH:15]=[CH:16][CH:17]=[CH:18][CH:19]=3)=O)C(=O)N2[C@H]1C([O-])=O.[K+].C[C@@H](NC)[C@H]1O[C@H](O[C@H]2[C@H](O)[C@@H](O[C@H]3OC[C@@](O)(C)[C@H:44]([NH:50]C)[C@H]3O)[C@H](N)C[C@@H]2N)[C@H](N)CC1>>[N:50]1[CH:44]=[C:16]([CH:15]2[CH2:14][CH2:13][CH2:11][N:10]2[CH3:7])[CH:17]=[CH:18][CH:19]=1 |f:0.1|. Procedure: Penicillin & Gentamicin Starting materials: [H-].[Na+] (Sodium hydride), C(CCC#C)O (Pent-4-yn-1-ol), COC(CBr)OC (2-Bromoacetaldehyde dimethylacetal). The solvent is C1CCOC1 (THF). Run at temperature 40 celsius. Product: COC(COCCCC#C)OC (5-(2,2-Dimethoxyethoxy)pent-1-yne). The yield is 33.5%. RXN SMILES: [CH2:1]([OH:6])[CH2:2][CH2:3][C:4]#[CH:5].[H-].[Na+].[CH3:9][O:10][CH:11]([O:14][CH3:15])[CH2:12]Br>C1COCC1>[CH3:9][O:10][CH:11]([O:14][CH3:15])[CH2:12][O:6][CH2:1][CH2:2][CH2:3][C:4]#[CH:5] |f:1.2|. Procedure: Pent-4-yn-1-ol (4.5 mL, 48 mmol) was dissolved in anhydrous THF (50 mL). Sodium hydride (60% w/w in mineral oil, 1.95 g, 49 mmol) was added portionwise over a 10 min period. The resulting slurry was heated at 40° C. for 30 min. and then allowed to cool to room temperature. 2-Bromoacetaldehyde dimethylacetal (5.67 mL, 48 mmol) was added and the reaction mixture was heated at 40° C. for 18 h, and it was quenched with water (2 mL). The resulting solution was concentrated and then partitioned betwee... Reactants: ClC1=C(C(=O)O)C=C(C=C1)S(=O)(=O)C (2-chloro-5-(methylsulfonyl)benzoic acid), C1(CC1)CC(CN)C=1C=NC(=CC1)C(F)(F)F (3-cyclopropyl-2-(6-(trifluoromethyl)pyridin-3-yl)propan-1-amine). Yields the product ClC1=C(C(=O)NCC(CC2CC2)C=2C=NC(=CC2)C(F)(F)F)C=C(C=C1)S(=O)(=O)C (2-chloro-N-(3-cyclopropyl-2-(6-(trifluoromethyl)pyridin-3-yl)propyl)-5-(methyl sulfonyl)benzamide). As a reaction SMILES: [Cl:1][C:2]1[CH:10]=[CH:9][C:8]([S:11]([CH3:14])(=[O:13])=[O:12])=[CH:7][C:3]=1[C:4]([OH:6])=O.[CH:15]1([CH2:18][CH:19]([C:22]2[CH:23]=[N:24][C:25]([C:28]([F:31])([F:30])[F:29])=[CH:26][CH:27]=2)[CH2:20][NH2:21])[CH2:17][CH2:16]1>>[Cl:1][C:2]1[CH:10]=[CH:9][C:8]([S:11]([CH3:14])(=[O:13])=[O:12])=[CH:7][C:3]=1[C:4]([NH:21][CH2:20][CH:19]([C:22]1[CH:23]=[N:24][C:25]([C:28]([F:31])([F:29])[F:30])=[CH:26][CH:27]=1)[CH2:18][CH:15]1[CH2:16][CH2:17]1)=[O:6]. Reported procedure: From 2-chloro-5-(methylsulfonyl)benzoic acid and 3-cyclopropyl-2-(6-(trifluoromethyl)pyridin-3-yl)propan-1-amine. LCMS (MH+): m/z=461.1, tR (minutes, Method G)=2.88 Starting materials: ClC1=NC(=C(C(=N1)C(=O)OCC)[N+](=O)[O-])NC1=C(C=CC=C1)OC (Ethyl 2-chloro-6-(2-methoxyphenylamino)-5-nitropyrimidine-4-carboxylate), N[C@@H]1CC[C@H](CC1)O (trans-4-aminocyclohexanol), C(C)(C)N(CC)C(C)C (diisopropylethylamine), O[C@@H]1CC[C@H](CC1)NC1=NC(=C(C(=N1)C(=O)OCC)[N+](=O)[O-])NC1=C(C=CC=C1)OC (Ethyl 2-(trans-4-hydroxycyclohexylamino)-6-(2-methoxyphenylamino)-5-nitropyrimidine-4-carboxylate), CN(C=O)C (dimethylformamide). The product is C(N)(O[C@@H]1CC[C@H](CC1)NC1=NC(=C2NC(N(C2=N1)C1=C(C=CC=C1)OC)=O)C(N)=O)=O (TRANS-4-(6-CARBAMOYL-9-(2-METHOXYPHENYL)-8-OXO-8,9-DIHYDRO-7H-PURIN-2-YLAMINO)CYCLOHEXYL CARBAMATE). Yield: 82.0%. RXN SMILES: [OH:1][C@H:2]1CC[C@H](NC2N=C(C(OCC)=O)C([N+]([O-])=O)=C(NC3C=CC=CC=3OC)N=2)CC1.Cl[C:33]1[N:38]=[C:37]([C:39]([O:41]CC)=O)[C:36]([N+:44]([O-])=O)=[C:35]([NH:47][C:48]2[CH:53]=[CH:52][CH:51]=[CH:50][C:49]=2[O:54][CH3:55])[N:34]=1.[NH2:56][C@H:57]1[CH2:62][CH2:61][C@H:60]([OH:63])[CH2:59][CH2:58]1.C([N:67](C(C)C)CC)(C)C.C[N:74](C)[CH:75]=[O:76]>>[C:75](=[O:76])([O:63][C@H:60]1[CH2:61][CH2:62][C@H:57]([NH:56][C:33]2[N:34]=[C:35]3[C:36]([NH:44][C:2](=[O:1])[N:47]3[C:48]3[CH:53]=[CH:52][CH:51]=[CH:50][C:49]=3[O:54][CH3:55])=[C:37]([C:39](=[O:41])[NH2:67])[N:38]=2)[CH2:58][CH2:59]1)[NH2:74]. Procedure details: Ethyl 2-(trans-4-hydroxycyclohexylamino)-6-(2-methoxyphenylamino)-5-nitropyrimidine-4-carboxylate. Ethyl 2-chloro-6-(2-methoxyphenylamino)-5-nitropyrimidine-4-carboxylate (See Example 30.A) (0.300 g, 0.852 mmol), trans-4-aminocyclohexanol (0.117 g, 1.022 mmol) and diisopropylethylamine were reacted according to General Procedure C, except at room temperature and in dimethylformamide (5 ml). The crude reaction mixture was condensed and purified using Biotage chromatography (0-100% ethyl acetate i...